From a dataset of the Open Reaction Database (ORD), a public repository of structured organic reaction records. describe an organic reaction: reactants, conditions, products, and yield Reactants: C1CCOC1, Cl, [Li+], CCOC(=O)CN1CCC(N2CCN(C(=O)C(Cc3cc(Cl)c(N)c(C(F)(F)F)c3)OC(=O)N3CCC(N4CCc5ccccc5NC4=O)CC3)CC2)CC1, [OH-], O. The product is Nc1c(Cl)cc(CC(OC(=O)N2CCC(N3CCc4ccccc4NC3=O)CC2)C(=O)N2CCN(C3CCN(CC(=O)O)CC3)CC2)cc1C(F)(F)F. Reaction SMILES: [CH2:60]1[O:61][CH2:62][CH2:63][CH2:64]1.[ClH:58].[Li+:2].[O:3]=[C:4]1[NH:5][c:6]2[c:7]([cH:54][cH:55][cH:56][cH:57]2)[CH2:8][CH2:9][N:10]1[CH:11]1[CH2:12][CH2:13][N:14]([C:17](=[O:18])[O:19][CH:20]([C:21](=[O:22])[N:23]2[CH2:24][CH2:25][N:26]([CH:29]3[CH2:30][CH2:31][N:32]([CH2:35][C:36](=[O:37])[O:38][CH2:39][CH3:40])[CH2:33][CH2:34]3)[CH2:27][CH2:28]2)[CH2:41][c:42]2[cH:43][c:44]([Cl:53])[c:45]([NH2:52])[c:46]([C:48]([F:49])([F:50])[F:51])[cH:47]2)[CH2:15][CH2:16]1.[OH-:1].[OH2:59]>>[O:3]=[C:4]1[NH:5][c:6]2[c:7]([cH:54][cH:55][cH:56][cH:57]2)[CH2:8][CH2:9][N:10]1[CH:11]1[CH2:12][CH2:13][N:14]([C:17](=[O:18])[O:19][CH:20]([C:21](=[O:22])[N:23]2[CH2:24][CH2:25][N:26]([CH:29]3[CH2:30][CH2:31][N:32]([CH2:35][C:36](=[O:37])[OH:38])[CH2:33][CH2:34]3)[CH2:27][CH2:28]2)[CH2:41][c:42]2[cH:43][c:44]([Cl:53])[c:45]([NH2:52])[c:46]([C:48]([F:49])([F:50])[F:51])[cH:47]2)[CH2:15][CH2:16]1. The reactants are N#Cc1ccc(Cl)nc1, CN(C(=O)c1ccc(Cl)cc1)C1CCNCC1c1ccc(Cl)c(Cl)c1, Cl. The product is CN(C(=O)c1ccc(Cl)cc1)C1CCN(c2ccc(C#N)cn2)CC1c1ccc(Cl)c(Cl)c1. RXN SMILES: [Cl:27][c:28]1[cH:29][cH:30][c:31]([C:34]#[N:35])[cH:32][n:33]1.[Cl:2][c:3]1[cH:4][cH:5][c:6]([C:7](=[O:8])[N:9]([CH3:10])[CH:11]2[CH:12]([c:17]3[cH:18][c:19]([Cl:24])[c:20]([Cl:23])[cH:21][cH:22]3)[CH2:13][NH:14][CH2:15][CH2:16]2)[cH:25][cH:26]1.[ClH:1]>>[Cl:2][c:3]1[cH:4][cH:5][c:6]([C:7](=[O:8])[N:9]([CH3:10])[CH:11]2[CH:12]([c:17]3[cH:18][c:19]([Cl:24])[c:20]([Cl:23])[cH:21][cH:22]3)[CH2:13][N:14]([c:28]3[cH:29][cH:30][c:31]([C:34]#[N:35])[cH:32][n:33]3)[CH2:15][CH2:16]2)[cH:25][cH:26]1. Reactants: 40, ClC=1C=C(C=CC1Cl)CNC1=C(C=CC=C1)NC(=S)NCCN1CCC(CC1)NC1=NC2=C(N1CC1=CC=C(C=C1)F)C=CC=C2 (N-[2-[[(3,4-dichlorophenyl)methyl]amino]phenyl]-N'-[2-[4-[[1-[(4-fluorophenyl)methyl]-1H-benzimidazol-2-yl]amino]-1-piperidinyl]ethyl]thiourea), [S] (sulfur). The reagents and catalysts are [Hg]=O (mercury(II)oxide). Run in C(C)O (ethanol). The product is 17, ClC=1C=C(C=CC1Cl)CN1C(=NC2=C1C=CC=C2)NCCN2CCC(CC2)NC2=NC1=C(N2CC2=CC=C(C=C2)F)C=CC=C1 (1-[(3,4-dichlorophenyl)methyl]-N-[2-[4-[[1-[(4-fluorophenyl)methyl]-1H-benzimidazol-2-yl]amino]1-piperidinyl]ethyl]-1H-benzimidazol-2-amine). Isolated yield 45.0%. Reaction SMILES: [Cl:1][C:2]1[CH:3]=[C:4]([CH2:9][NH:10][C:11]2[CH:16]=[CH:15][CH:14]=[CH:13][C:12]=2[NH:17][C:18]([NH:20][CH2:21][CH2:22][N:23]2[CH2:28][CH2:27][CH:26]([NH:29][C:30]3[N:34]([CH2:35][C:36]4[CH:41]=[CH:40][C:39]([F:42])=[CH:38][CH:37]=4)[C:33]4[CH:43]=[CH:44][CH:45]=[CH:46][C:32]=4[N:31]=3)[CH2:25][CH2:24]2)=S)[CH:5]=[CH:6][C:7]=1[Cl:8].[S]>[Hg]=O.C(O)C>[Cl:1][C:2]1[CH:3]=[C:4]([CH2:9][N:10]2[C:11]3[CH:16]=[CH:15][CH:14]=[CH:13][C:12]=3[N:17]=[C:18]2[NH:20][CH2:21][CH2:22][N:23]2[CH2:28][CH2:27][CH:26]([NH:29][C:30]3[N:34]([CH2:35][C:36]4[CH:41]=[CH:40][C:39]([F:42])=[CH:38][CH:37]=4)[C:33]4[CH:43]=[CH:44][CH:45]=[CH:46][C:32]=4[N:31]=3)[CH2:25][CH2:24]2)[CH:5]=[CH:6][C:7]=1[Cl:8] |^3:46|. Procedure details: A mixture of 40 parts of N-[2-[[(3,4-dichlorophenyl)methyl]amino]phenyl]-N'-[2-[4-[[1-[(4-fluorophenyl)methyl]-1H-benzimidazol-2-yl]amino]-1-piperidinyl]ethyl]thiourea, 60 parts of mercury(II)oxide, 0.1 parts of sulfur and 400 parts of ethanol was stirred and refluxed overnight. The reaction mixture was filtered over Hyflo and the filtrate was evaporated. The residue was crystallized from ethanol. The product was filtered off and dried, yielding 17 parts (45%) of 1-[(3,4-dichlorophenyl)methyl]-N... Reactants: N#Cc1cnc2c(sc3c([N+](=O)[O-])cccc32)c1Nc1cccc(Br)c1, CO, [Fe], O. Product: N#Cc1cnc2c(sc3c(N)cccc32)c1Nc1cccc(Br)c1. RXN SMILES: [Br:1][c:2]1[cH:3][c:4]([NH:5][c:6]2[c:7]3[c:8]([n:9][cH:10][c:11]2[C:12]#[N:13])[c:14]2[c:15]([s:16]3)[c:17]([N+:21]([O-:22])=[O:23])[cH:18][cH:19][cH:20]2)[cH:24][cH:25][cH:26]1.[CH3:27][OH:28].[Fe:29].[OH2:30]>>[Br:1][c:2]1[cH:3][c:4]([NH:5][c:6]2[c:7]3[c:8]([n:9][cH:10][c:11]2[C:12]#[N:13])[c:14]2[c:15]([s:16]3)[c:17]([NH2:21])[cH:18][cH:19][cH:20]2)[cH:24][cH:25][cH:26]1. Starting materials: COCCn1nccc1-c1cc(C(=O)OC)c(NC(C)=O)cc1C(F)(F)F, CO, O=S(=O)(O)O. Yields the product COCCn1nccc1-c1cc(C(=O)OC)c(N)cc1C(F)(F)F. Reaction SMILES: [CH3:1][O:2][C:3]([c:4]1[c:5]([NH:23][C:24](=[O:25])[CH3:26])[cH:6][c:7]([C:19]([F:20])([F:21])[F:22])[c:8](-[c:10]2[n:11]([CH2:15][CH2:16][O:17][CH3:18])[n:12][cH:13][cH:14]2)[cH:9]1)=[O:27].[CH3:33][OH:34].[S:28](=[O:29])(=[O:30])([OH:31])[OH:32]>>[CH3:1][O:2][C:3]([c:4]1[c:5]([NH2:23])[cH:6][c:7]([C:19]([F:20])([F:21])[F:22])[c:8](-[c:10]2[n:11]([CH2:15][CH2:16][O:17][CH3:18])[n:12][cH:13][cH:14]2)[cH:9]1)=[O:27]. Starting materials: O=[N+]([O-])c1ccc(OCc2ccoc2)c(-c2nc3cc(-c4ccccc4)ccc3o2)c1, [Zn]. The product is Nc1ccc(OCc2ccoc2)c(-c2nc3cc(-c4ccccc4)ccc3o2)c1. Reaction SMILES: [N+:1]([O-:2])(=[O:3])[c:4]1[cH:5][cH:6][c:7]([O:25][CH2:26][c:27]2[cH:28][o:29][cH:30][cH:31]2)[c:8](-[c:10]2[o:11][c:12]3[c:13]([n:14]2)[cH:15][c:16](-[c:19]2[cH:20][cH:21][cH:22][cH:23][cH:24]2)[cH:17][cH:18]3)[cH:9]1.[Zn:32]>>[NH2:1][c:4]1[cH:5][cH:6][c:7]([O:25][CH2:26][c:27]2[cH:28][o:29][cH:30][cH:31]2)[c:8](-[c:10]2[o:11][c:12]3[c:13]([n:14]2)[cH:15][c:16](-[c:19]2[cH:20][cH:21][cH:22][cH:23][cH:24]2)[cH:17][cH:18]3)[cH:9]1.